From a dataset of the Open Reaction Database (ORD), a public repository of structured organic reaction records. describe an organic reaction: reactants, conditions, products, and yield The reactants are O=C(CBr)c1ccccc1, CC#N, Cc1ccc(NC(C(=O)OC2CN3CCC2CC3)c2ccccc2)cc1F. Yields the product [Br-], Cc1ccc(NC(C(=O)OC2C[N+]3(CC(=O)c4ccccc4)CCC2CC3)c2ccccc2)cc1F. As a reaction SMILES: [Br:28][CH2:29][C:30](=[O:31])[c:32]1[cH:33][cH:34][cH:35][cH:36][cH:37]1.[CH3:38][C:39]#[N:40].[F:1][c:2]1[cH:3][c:4]([NH:9][CH:10]([C:11](=[O:12])[O:13][CH:14]2[CH2:15][N:16]3[CH2:17][CH2:18][CH:19]2[CH2:20][CH2:21]3)[c:22]2[cH:23][cH:24][cH:25][cH:26][cH:27]2)[cH:5][cH:6][c:7]1[CH3:8]>>[Br-:28].[F:1][c:2]1[cH:3][c:4]([NH:9][CH:10]([C:11](=[O:12])[O:13][CH:14]2[CH2:15][N+:16]3([CH2:29][C:30](=[O:31])[c:32]4[cH:33][cH:34][cH:35][cH:36][cH:37]4)[CH2:17][CH2:18][CH:19]2[CH2:20][CH2:21]3)[c:22]2[cH:23][cH:24][cH:25][cH:26][cH:27]2)[cH:5][cH:6][c:7]1[CH3:8]. Starting materials: C1(=CC=CC=C1)C(C(=O)N)(CCCNC)C1=CC=CC=C1 (2,2-diphenyl-5-methylaminopentanamide), COC1=CC=C(CCBr)C=C1 (4-methoxyphenethyl bromide), C([O-])([O-])=O.[K+].[K+] (potassium carbonate). The solvent is C(C)#N (acetonitrile). Yields the product C1(=CC=CC=C1)C(C(=O)N)(CCCN(C)CCC1=CC=C(C=C1)OC)C1=CC=CC=C1 (2,2-diphenyl-5-[N-(4-methoxyphenethyl)-N-methylamino]pentanamide). RXN SMILES: [C:1]1([C:7]([C:16]2[CH:21]=[CH:20][CH:19]=[CH:18][CH:17]=2)([CH2:11][CH2:12][CH2:13][NH:14][CH3:15])[C:8]([NH2:10])=[O:9])[CH:6]=[CH:5][CH:4]=[CH:3][CH:2]=1.[CH3:22][O:23][C:24]1[CH:32]=[CH:31][C:27]([CH2:28][CH2:29]Br)=[CH:26][CH:25]=1.C(=O)([O-])[O-].[K+].[K+]>C(#N)C>[C:1]1([C:7]([C:16]2[CH:21]=[CH:20][CH:19]=[CH:18][CH:17]=2)([CH2:11][CH2:12][CH2:13][N:14]([CH2:29][CH2:28][C:27]2[CH:31]=[CH:32][C:24]([O:23][CH3:22])=[CH:25][CH:26]=2)[CH3:15])[C:8]([NH2:10])=[O:9])[CH:2]=[CH:3][CH:4]=[CH:5][CH:6]=1 |f:2.3.4|. Procedure details: A mixture containing 2,2-diphenyl-5-methylaminopentanamide (0.29 g--see Preparation 2), 4-methoxyphenethyl bromide (0.22 g), anhydrous potassium carbonate (0.5 g) and acetonitrile (30 ml) was heated under reflux for 3 hours. The mixture was partitioned between dichloromethane (50 ml) and 5% aqueous sodium carbonate (50 ml), the layers separated and the aqueous layer extracted with dichloromethane (3×50 ml). The combined dichloromethane extracts were dried (MgSO4) and concentrated in vacuo to giv...